From a dataset of the Open Reaction Database (ORD), a public repository of structured organic reaction records. describe an organic reaction: reactants, conditions, products, and yield The reactants are CCO, [Cl-], C[N+](C)(C)CC(O)CCl, [Na], O=c1c2ccccc2sc2ccc(O)cc12. Product: [Cl-], C[N+](C)(C)CC(O)COc1ccc2sc3ccccc3c(=O)c2c1. RXN SMILES: [CH3:28][CH2:29][OH:30].[Cl-:18].[Cl:19][CH2:20][CH:21]([CH2:22][N+:23]([CH3:24])([CH3:25])[CH3:26])[OH:27].[Na:1].[OH:2][c:3]1[cH:4][c:5]2[c:6](=[O:17])[c:7]3[cH:8][cH:9][cH:10][cH:11][c:12]3[s:13][c:14]2[cH:15][cH:16]1>>[Cl-:19].[O:2]([c:3]1[cH:4][c:5]2[c:6](=[O:17])[c:7]3[cH:8][cH:9][cH:10][cH:11][c:12]3[s:13][c:14]2[cH:15][cH:16]1)[CH2:20][CH:21]([CH2:22][N+:23]([CH3:24])([CH3:25])[CH3:26])[OH:27]. The reactants are FC(C=1C=C(C=C2C3=C(CCC4=C2C=CC=C4)C=CC=C3)C=CC1)(F)F (5-(3-trifluoromethyl-benzylidene)-10,11-dihydro-5H-dibenzo[a,d]cycloheptene), C(C)(=O)OCC (ethyl acetate), [H][H] (hydrogen). The reagents and catalysts are [Pd] (Pd/C). Run in C(C)O (ethanol). Conditions: time 17 hour. Product: FC(C=1C=C(CC2C3=C(CCC4=C2C=CC=C4)C=CC=C3)C=CC1)(F)F (5-(3-Trifluoromethyl-benzyl)-10,11-dihydro-5H-dibenzo[a,d]cycloheptene). Reaction SMILES: [F:1][C:2]([F:26])([F:25])[C:3]1[CH:4]=[C:5]([CH:22]=[CH:23][CH:24]=1)[CH:6]=[C:7]1[C:13]2[CH:14]=[CH:15][CH:16]=[CH:17][C:12]=2[CH2:11][CH2:10][C:9]2[CH:18]=[CH:19][CH:20]=[CH:21][C:8]1=2.C(OCC)(=O)C.[H][H]>C(O)C.[Pd]>[F:1][C:2]([F:25])([F:26])[C:3]1[CH:4]=[C:5]([CH:22]=[CH:23][CH:24]=1)[CH2:6][CH:7]1[C:13]2[CH:14]=[CH:15][CH:16]=[CH:17][C:12]=2[CH2:11][CH2:10][C:9]2[CH:18]=[CH:19][CH:20]=[CH:21][C:8]1=2. Procedure: Add 5-(3-trifluoromethyl-benzylidene)-10,11-dihydro-5H-dibenzo[a,d]cycloheptene (0.145 g, 0.41 mmol), to a mixture of 10% Pd/C (0.04 g) suspended in absolute ethanol (4.0 mL) and ethyl acetate (4.0 mL) and hydrogenate under a balloon of hydrogen at room temperature and pressure. Stir for 17 h, remove the catalyst via filtration through a pad of Celite. Evaporate the filtrate and pass through a plug of silica gel equilibrated with hexanes. Concentrated the filtrate to give the title product. MS (... Reactants: CO, O=C(NC(c1ccccc1)c1ccccc1)OC1CCN(Cc2ccccc2)CC1, O=CO. Yields the product O=C(NC(c1ccccc1)c1ccccc1)OC1CCNCC1. As a reaction SMILES: [CH3:34][OH:35].[CH:1]([c:2]1[cH:3][cH:4][cH:5][cH:6][cH:7]1)([c:8]1[cH:9][cH:10][cH:11][cH:12][cH:13]1)[NH:14][C:15]([O:16][CH:17]1[CH2:18][CH2:19][N:20]([CH2:23][c:24]2[cH:25][cH:26][cH:27][cH:28][cH:29]2)[CH2:21][CH2:22]1)=[O:30].[CH:31]([OH:32])=[O:33]>>[CH:1]([c:2]1[cH:3][cH:4][cH:5][cH:6][cH:7]1)([c:8]1[cH:9][cH:10][cH:11][cH:12][cH:13]1)[NH:14][C:15]([O:16][CH:17]1[CH2:18][CH2:19][NH:20][CH2:21][CH2:22]1)=[O:30]. The reactants are FC(C(=O)O)(F)F.C[C@@H](CCC)OC=1NC(=C2N=C(N=C2N1)OC)N (2-{[(1S)-1-methylbutyl]oxy}-8-(methyloxy)-1H-purin-6-amine trifluoroacetate), BrCCCCCl (1-bromo-4-chlorobutane), N1CCCCC1 (piperidine). The product is NC1=C2NC(N(C2=NC(=N1)O[C@H](CCC)C)CCCCN1CCCCC1)=O (6-Amino-2-{[(1S)-1-methylbutyl]oxy}-9-[4-(1-piperidinyl)butyl]-7,9-dihydro-8H-purin-8-one). RXN SMILES: FC(F)(F)C(O)=O.[CH3:8][C@H:9]([O:13][C:14]1[NH:15][C:16]([NH2:25])=[C:17]2[C:21]([N:22]=1)=[N:20][C:19]([O:23]C)=[N:18]2)[CH2:10][CH2:11][CH3:12].Br[CH2:27][CH2:28][CH2:29][CH2:30]Cl.[NH:32]1[CH2:37][CH2:36][CH2:35][CH2:34][CH2:33]1>>[NH2:25][C:16]1[N:15]=[C:14]([O:13][C@@H:9]([CH3:8])[CH2:10][CH2:11][CH3:12])[N:22]=[C:21]2[C:17]=1[NH:18][C:19](=[O:23])[N:20]2[CH2:27][CH2:28][CH2:29][CH2:30][N:32]1[CH2:37][CH2:36][CH2:35][CH2:34][CH2:33]1 |f:0.1|. Reported procedure: Prepared similarly to Example 19 from 2-{[(1S)-1-methylbutyl]oxy}-8-(methyloxy)-1H-purin-6-amine trifluoroacetate, 1-bromo-4-chlorobutane and piperidine. The reactants are C[Si](C)(C)[N-][Si](C)(C)C, Cc1ccccc1, Clc1nccnc1Cl, [Li+], N#CC1CCOCC1. The product is N#CC1(c2nccnc2Cl)CCOCC1. RXN SMILES: [CH3:18][Si:19]([N-:20][Si:21]([CH3:22])([CH3:23])[CH3:24])([CH3:25])[CH3:26].[CH3:27][c:28]1[cH:29][cH:30][cH:31][cH:32][cH:33]1.[Cl:1][c:2]1[n:3][cH:4][cH:5][n:6][c:7]1[Cl:8].[Li+:17].[O:9]1[CH2:10][CH2:11][CH:12]([C:15]#[N:16])[CH2:13][CH2:14]1>>[c:2]1([C:12]2([C:15]#[N:16])[CH2:11][CH2:10][O:9][CH2:14][CH2:13]2)[n:3][cH:4][cH:5][n:6][c:7]1[Cl:8]. Reactants: [C-]#N.[K+] (KCN), Cl.CN (methylamine hydrochloride), C1C(CC2=CC=CC=C12)=O (2-indanone). Solvent: O (H2O), CO (MeOH), O (H2O). Run at temperature 0 celsius, time 18 hour. The product is Cl.CNC1(CC2=CC=CC=C2C1)C#N (2-(Methylamino)indane-2-carbonitrile hydrochloride). Reaction SMILES: [CH2:1]1[C:9]2[C:4](=[CH:5][CH:6]=[CH:7][CH:8]=2)[CH2:3][C:2]1=O.[ClH:11].[CH3:12][NH2:13].[C-:14]#[N:15].[K+]>CO.O>[ClH:11].[CH3:12][NH:13][C:2]1([C:14]#[N:15])[CH2:3][C:4]2[C:9](=[CH:8][CH:7]=[CH:6][CH:5]=2)[CH2:1]1 |f:1.2,3.4,7.8|. Reported procedure: To a mixture of 2-indanone (20.0 g, 151 mmol) in MeOH (20 mL) was added methylamine hydrochloride (10.2 g, 151 mmol). To the stirred mixture was added H2O (20 mL) and a fine homogenous slurry developed. The reaction mixture was cooled to 0° C. and KCN (9.84 g, 151 mmol) in H2O (20 mL) was added slowly over 30 min, such that the temperature did not exceed 10° C., then stirring was continued at ambient temperature for 18 h. The reaction mixture was extracted with Et2O (250 mL) and the organic extr...